This data is from the Open Reaction Database (ORD), a public repository of structured organic reaction records. The task is: describe an organic reaction: reactants, conditions, products, and yield Reactants: CC(C)(C)OC(=O)C(C)(C)Br, O=C([O-])[O-], CCOC(C)=O, [Cs+], [Cs+], CN(C)C=O, CC(=O)NC1CCc2cc(O)ccc2C1. The product is CC(=O)NC1CCc2cc(OC(C)(C)C(=O)OC(C)(C)C)ccc2C1. As a reaction SMILES: [Br:22][C:23]([C:24](=[O:25])[O:26][C:27]([CH3:28])([CH3:29])[CH3:30])([CH3:31])[CH3:32].[C:16](=[O:17])([O-:18])[O-:19].[CH3:38][CH2:39][O:40][C:41]([CH3:42])=[O:43].[Cs+:20].[Cs+:21].[O:33]=[CH:34][N:35]([CH3:36])[CH3:37].[OH:1][c:2]1[cH:3][c:4]2[c:9]([cH:10][cH:11]1)[CH2:8][CH:7]([NH:12][C:13]([CH3:14])=[O:15])[CH2:6][CH2:5]2>>[O:1]([c:2]1[cH:3][c:4]2[c:9]([cH:10][cH:11]1)[CH2:8][CH:7]([NH:12][C:13]([CH3:14])=[O:15])[CH2:6][CH2:5]2)[C:23]([C:24](=[O:25])[O:26][C:27]([CH3:28])([CH3:29])[CH3:30])([CH3:31])[CH3:32].